Dataset: the Open Reaction Database (ORD), a public repository of structured organic reaction records. Task: describe an organic reaction: reactants, conditions, products, and yield Starting materials: ClCCl, O=C(O)CCCC=CCC1C(O)CC(OC2CCCCO2)C1C=CC(OC1CCCCO1)c1cc2ccccc2s1. The product is O=C(O)CCCC=CCC1C(=O)CC(OC2CCCCO2)C1C=CC(OC1CCCCO1)c1cc2ccccc2s1. Reaction SMILES: [Cl:42][CH2:43][Cl:44].[s:1]1[c:2]2[c:3]([cH:4][c:5]1[CH:6]([CH:7]=[CH:8][CH:9]1[CH:10]([CH2:22][CH:23]=[CH:24][CH2:25][CH2:26][CH2:27][C:28](=[O:29])[OH:30])[CH:11]([OH:21])[CH2:12][CH:13]1[O:14][CH:15]1[O:16][CH2:17][CH2:18][CH2:19][CH2:20]1)[O:31][CH:32]1[O:33][CH2:34][CH2:35][CH2:36][CH2:37]1)[cH:38][cH:39][cH:40][cH:41]2>>[s:1]1[c:2]2[c:3]([cH:4][c:5]1[CH:6]([CH:7]=[CH:8][CH:9]1[CH:10]([CH2:22][CH:23]=[CH:24][CH2:25][CH2:26][CH2:27][C:28](=[O:29])[OH:30])[C:11](=[O:21])[CH2:12][CH:13]1[O:14][CH:15]1[O:16][CH2:17][CH2:18][CH2:19][CH2:20]1)[O:31][CH:32]1[O:33][CH2:34][CH2:35][CH2:36][CH2:37]1)[cH:38][cH:39][cH:40][cH:41]2. The reactants are [K+].[Br-] (KBr), FC(CO)(C(OC(C(C(OC(F)(F)F)(F)F)(F)F)(F)F)F)F (2,2,3-trifluoro-3-(1,1,2,2,3,3-hexafluoro-3-trifluoromethoxy-propoxy)-propan-1-ol), S(O)(O)(=O)=O (sulphuric acid), [O-]Cl.[Na+] (NaOCl). The solvent is CC#N (MeCN), O (water), O (water). Product: FC(C(=O)O)(C(OC(C(C(OC(F)(F)F)(F)F)(F)F)(F)F)F)F (2,2,3-Trifluoro-3-(1,1,2,2,3,3-hexafluoro-3-trifluoromethoxy-propoxy)-propionic acid). Isolated yield 81.0%. Reaction SMILES: [K+].[Br-].[F:3][C:4]([F:24])([CH:7]([F:23])[O:8][C:9]([F:22])([F:21])[C:10]([F:20])([F:19])[C:11]([F:18])([F:17])[O:12][C:13]([F:16])([F:15])[F:14])[CH2:5][OH:6].[O-]Cl.[Na+].S(=O)(=O)(O)[OH:29]>O.CC#N>[F:3][C:4]([F:24])([CH:7]([F:23])[O:8][C:9]([F:22])([F:21])[C:10]([F:19])([F:20])[C:11]([F:17])([F:18])[O:12][C:13]([F:14])([F:15])[F:16])[C:5]([OH:29])=[O:6] |f:0.1,3.4|. Procedure: 5.5 mL water, 20 mL MeCN, 0.36 g KBr, 4-MeOTEMPO (0.15 g), and 10 g of 2,2,3-trifluoro-3-(1,1,2,2,3,3-hexafluoro-3-trifluoromethoxy-propoxy)-propan-1-ol are placed in a 50 ml glass flask equipped with a dropping funnel and stirrer. 36 mL of a 15% wt. aq. NaOCl solution buffered to pH 8-9 were added via the dropping funnel in 3 portions over two days while stirring at room temperature. Concentrated sulphuric acid and water were added to make the reaction mixture acidic (pH 1 to 2). The reaction m...